From a dataset of the Open Reaction Database (ORD), a public repository of structured organic reaction records. describe an organic reaction: reactants, conditions, products, and yield The reactants are COCCN1CCCC(c2ccc(C(OC(CC(C)C)C(=O)NCC#N)c3ccccc3)cc2)C1, ClCCl, [Na+], O=C([O-])O, O=C(OO)c1cccc(Cl)c1. Product: COCC[N+]1([O-])CCCC(c2ccc(C(OC(CC(C)C)C(=O)NCC#N)c3ccccc3)cc2)C1. Reaction SMILES: [C:1](#[N:2])[CH2:3][NH:4][C:5]([CH:6]([CH2:7][CH:8]([CH3:9])[CH3:10])[O:11][CH:12]([c:13]1[cH:14][cH:15][cH:16][cH:17][cH:18]1)[c:19]1[cH:20][cH:21][c:22]([CH:25]2[CH2:26][N:27]([CH2:31][CH2:32][O:33][CH3:34])[CH2:28][CH2:29][CH2:30]2)[cH:23][cH:24]1)=[O:35].[Cl:52][CH2:53][Cl:54].[Na+:51].[O-:47][C:48]([OH:49])=[O:50].[OH:36][O:37][C:38]([c:39]1[cH:40][c:41]([Cl:42])[cH:43][cH:44][cH:45]1)=[O:46]>>[C:1](#[N:2])[CH2:3][NH:4][C:5]([CH:6]([CH2:7][CH:8]([CH3:9])[CH3:10])[O:11][CH:12]([c:13]1[cH:14][cH:15][cH:16][cH:17][cH:18]1)[c:19]1[cH:20][cH:21][c:22]([CH:25]2[CH2:26][N+:27]([CH2:31][CH2:32][O:33][CH3:34])([O-:36])[CH2:28][CH2:29][CH2:30]2)[cH:23][cH:24]1)=[O:35].